Dataset: the Open Reaction Database (ORD), a public repository of structured organic reaction records. Task: describe an organic reaction: reactants, conditions, products, and yield Reactants: C(C)(C)N1CCC(CC1)OC1=CC=2C=C3N(C2C=C1)[C@@H](CNC3=O)C ((R)-8-(1-Isopropyl-piperidin-4-yloxy)-4-methyl-3,4-dihydro-2H-pyrazino[1,2-a]indol-1-one), [H-].[Na+] (sodium hydride), ClCC=1C(=NOC1C)C (4-(chloromethyl)-3,5-dimethylisoxazol). The product is CC1=NOC(=C1CN1C(C=2N(C=3C=CC(=CC3C2)OC2CCN(CC2)C(C)C)[C@@H](C1)C)=O)C ((R)-2-(3,5-Dimethyl-isoxazol-4-ylmethyl)-8-(1-isopropyl-piperidin-4-yloxy)-4-methyl-3,4-dihydro-2H-pyrazino[1,2-a]indol-1-one). Isolated yield 66.0%. As a reaction SMILES: [CH:1]([N:4]1[CH2:9][CH2:8][CH:7]([O:10][C:11]2[CH:19]=[CH:18][C:17]3[N:16]4[C@H:20]([CH3:25])[CH2:21][NH:22][C:23](=[O:24])[C:15]4=[CH:14][C:13]=3[CH:12]=2)[CH2:6][CH2:5]1)([CH3:3])[CH3:2].[H-].[Na+].Cl[CH2:29][C:30]1[C:31]([CH3:36])=[N:32][O:33][C:34]=1[CH3:35]>>[CH3:36][C:31]1[C:30]([CH2:29][N:22]2[CH2:21][C@@H:20]([CH3:25])[N:16]3[C:17]4[CH:18]=[CH:19][C:11]([O:10][CH:7]5[CH2:8][CH2:9][N:4]([CH:1]([CH3:3])[CH3:2])[CH2:5][CH2:6]5)=[CH:12][C:13]=4[CH:14]=[C:15]3[C:23]2=[O:24])=[C:34]([CH3:35])[O:33][N:32]=1 |f:1.2|. Procedure: The title compound was synthesized in analogy to example 17, from (R)-8-(1-isopropyl-piperidin-4-yloxy)-4-methyl-3,4-dihydro-2H-pyrazino[1,2-a]indol-1-one (example 8), sodium hydride and 4-(chloromethyl)-3,5-dimethylisoxazol, to give the desired product as a white solid (66%). The reactants are CCOC(=O)CC(NC(=O)CCCCc1ccc2c(n1)NCCN2)c1cnc2ccccc2c1, CCO, Cl, [Na+], [OH-]. Yields the product O=C(O)CC(NC(=O)CCCCc1ccc2c(n1)NCCN2)c1cnc2ccccc2c1. RXN SMILES: [CH2:1]([CH3:2])[O:3][C:4]([CH2:5][CH:6]([NH:7][C:8]([CH2:9][CH2:10][CH2:11][CH2:12][c:13]1[cH:14][cH:15][c:16]2[c:17]([n:22]1)[NH:18][CH2:19][CH2:20][NH:21]2)=[O:23])[c:24]1[cH:25][n:26][c:27]2[cH:28][cH:29][cH:30][cH:31][c:32]2[cH:33]1)=[O:34].[CH3:38][CH2:39][OH:40].[ClH:37].[Na+:36].[OH-:35]>>[O:3]=[C:4]([CH2:5][CH:6]([NH:7][C:8]([CH2:9][CH2:10][CH2:11][CH2:12][c:13]1[cH:14][cH:15][c:16]2[c:17]([n:22]1)[NH:18][CH2:19][CH2:20][NH:21]2)=[O:23])[c:24]1[cH:25][n:26][c:27]2[cH:28][cH:29][cH:30][cH:31][c:32]2[cH:33]1)[OH:34]. The reactants are saturated aqueous solution, [Cl-].[Na+] (sodium chloride), COC(=O)[C@@H]1[C@@H](C(N1)=O)N (cis-3-amino-2-oxoazetidine-4-carboxylic acid methyl ester), C(O)([O-])=O.[Na+] (sodium hydrogen carbonate), S1C(=CC=C1)CC(=O)Cl (2-thienyl acetyl chloride). Run in C(C)(=O)OCC (ethyl acetate), O1CCCC1 (tetrahydrofuran), O1CCCC1 (tetrahydrofuran). Product: COC(=O)[C@@H]1[C@@H](C(N1)=O)NC(CC=1SC=CC1)=O (cis-3-(2-thienylacetamido)-2-oxoazetidine-4-carboxylic acid methyl ester). Isolated yield 80.0%. Reaction SMILES: [CH3:1][O:2][C:3]([C@H:5]1[NH:8][C:7](=[O:9])[C@H:6]1[NH2:10])=[O:4].C(=O)([O-])O.[Na+].[S:16]1[CH:20]=[CH:19][CH:18]=[C:17]1[CH2:21][C:22](Cl)=[O:23].[Cl-].[Na+]>O1CCCC1.C(OCC)(=O)C>[CH3:1][O:2][C:3]([C@H:5]1[NH:8][C:7](=[O:9])[C@H:6]1[NH:10][C:22](=[O:23])[CH2:21][C:17]1[S:16][CH:20]=[CH:19][CH:18]=1)=[O:4] |f:1.2,4.5|. Procedure details: To a mixture of 288 mg of cis-3-amino-2-oxoazetidine-4-carboxylic acid methyl ester, 10 ml of tetrahydrofuran and 5 ml of 1N-sodium hydrogen carbonate, which is previously stirred under ice-cooling, is added dropwise a solution of 0.32 ml of 2-thienyl acetyl chloride in 10 ml of tetrahydrofuran. To the mixture, after being stirred for 10 minutes, are added 100 ml of ethyl acetate and 20 ml of a saturated aqueous solution of sodium chloride, followed by stirring, and the organic layer is separate... Starting materials: CC(=O)NCc1ccc2c(c1)CN(c1cc3c(cc1F)c(=O)c(C(=O)O)cn3C1CC1)C2, CCO, Cl, O. The product is Cl, NCc1ccc2c(c1)CN(c1cc3c(cc1F)c(=O)c(C(=O)O)cn3C1CC1)C2. As a reaction SMILES: [C:1](=[O:2])([CH3:3])[NH:4][CH2:5][c:6]1[cH:7][c:8]2[c:12]([cH:13][cH:14]1)[CH2:11][N:10]([c:15]1[c:16]([F:32])[cH:17][c:18]3[c:19](=[O:31])[c:20]([C:28](=[O:29])[OH:30])[cH:21][n:22]([CH:25]4[CH2:26][CH2:27]4)[c:23]3[cH:24]1)[CH2:9]2.[CH3:35][CH2:36][OH:37].[ClH:33].[OH2:34]>>[ClH:33].[NH2:4][CH2:5][c:6]1[cH:7][c:8]2[c:12]([cH:13][cH:14]1)[CH2:11][N:10]([c:15]1[c:16]([F:32])[cH:17][c:18]3[c:19](=[O:31])[c:20]([C:28](=[O:29])[OH:30])[cH:21][n:22]([CH:25]4[CH2:26][CH2:27]4)[c:23]3[cH:24]1)[CH2:9]2. Starting materials: solid, ClC1=CC=C(C=C1)C1=NC2=C(N1C(CO)C1CCCCC1)C=C(C(=C2)F)F (2-[2-(4-chloro-phenyl)-5,6-difluoro-benzoimidazol-1-yl]-2-cyclohexyl-ethanol), C(C)OC(C1=CC(=C(C=C1)C)O)=O (3-hydroxy-4-methyl-benzoic acid ethyl ester), N(=NC(=O)OC(C)(C)C)C(=O)OC(C)(C)C (di-tert-butyl azodicarboxylate). The product is C(C)OC(C1=CC(=C(C=C1)C)OCC(C1CCCCC1)N1C(=NC2=C1C=C(C(=C2)F)F)C2=CC=C(C=C2)Cl)=O (3-{2-[2-(4-Chloro-phenyl)-5,6-difluoro-benzoimidazol-1-yl]-2-cyclohexyl-ethoxy}-4-methyl-benzoic acid ethyl ester). RXN SMILES: [Cl:1][C:2]1[CH:7]=[CH:6][C:5]([C:8]2[N:12]([CH:13]([CH:16]3[CH2:21][CH2:20][CH2:19][CH2:18][CH2:17]3)[CH2:14][OH:15])[C:11]3[CH:22]=[C:23]([F:27])[C:24]([F:26])=[CH:25][C:10]=3[N:9]=2)=[CH:4][CH:3]=1.[CH2:28]([O:30][C:31](=[O:40])[C:32]1[CH:37]=[CH:36][C:35]([CH3:38])=[C:34](O)[CH:33]=1)[CH3:29].N(C(OC(C)(C)C)=O)=NC(OC(C)(C)C)=O>>[CH2:28]([O:30][C:31](=[O:40])[C:32]1[CH:37]=[CH:36][C:35]([CH3:38])=[C:34]([O:15][CH2:14][CH:13]([N:12]2[C:11]3[CH:22]=[C:23]([F:27])[C:24]([F:26])=[CH:25][C:10]=3[N:9]=[C:8]2[C:5]2[CH:6]=[CH:7][C:2]([Cl:1])=[CH:3][CH:4]=2)[CH:16]2[CH2:17][CH2:18][CH2:19][CH2:20][CH2:21]2)[CH:33]=1)[CH3:29]. Reported procedure: The title compound was prepared in analogy to Example 4, intermediate, from 2-[2-(4-chloro-phenyl)-5,6-difluoro-benzoimidazol-1-yl]-2-cyclohexyl-ethanol (Ex. 1, int. c) and 3-hydroxy-4-methyl-benzoic acid ethyl ester and replacing di-ethyl azodicarboxylate by di-tert-butyl azodicarboxylate. White solid (16%). MS (Turbo Spray): m/z=539.2 [M+H]. The reactants are ClCC(=O)NCC(=O)NCC(=O)NCC(=O)O (chloroacetylglycylglycylglycine), C(C)(=S)[O-].[Na+] (Sodium thioacetate), C(C)(=S)O (thioacetic acid), [Na] (sodium). Solvent: CO (methanol), CO (methanol). Yields the product C(C)(=O)SCC(=O)NCC(=O)NCC(=O)NCC(=O)O (S-acetylmercaptoacetylglycylglycylglycine). The yield is 88.5%. RXN SMILES: Cl[CH2:2][C:3]([NH:5][CH2:6][C:7]([NH:9][CH2:10][C:11]([NH:13][CH2:14][C:15]([OH:17])=[O:16])=[O:12])=[O:8])=[O:4].[C:18]([O-:21])(=[S:20])[CH3:19].[Na+].C(O)(=S)C.[Na]>CO>[C:18]([S:20][CH2:2][C:3]([NH:5][CH2:6][C:7]([NH:9][CH2:10][C:11]([NH:13][CH2:14][C:15]([OH:17])=[O:16])=[O:12])=[O:8])=[O:4])(=[O:21])[CH3:19] |f:1.2,^1:26|. Procedure details: The crude chloroacetylglycylglycylglycine product (1.0 g, 0.0037 mol) was suspended in 50 ml of anhydrous methanol under nitrogen. Sodium thioacetate (prepared from 0.58 g (0.0076 mol) of thioacetic acid and dry methanol to which 175 mg (0.0076 mol) of sodium had been added) in methanol was added. The reaction mixture was refluxed for 1.5 hr. After removal of solvent under reduced pressure, 2N HCl was added with stirring. The solid was isolated by filtration and washed with CHCl3. Crystallizatio... The reactants are [Al+3], ClCCl, [Cl-], [Cl-], [Cl-], COC(Cl)Cl, O=S(=O)(NCC1Cc2ccccc2C1)c1ccc(Cl)cc1. As a reaction SMILES: [Al+3:2].[CH2:31]([Cl:32])[Cl:33].[Cl-:1].[Cl-:3].[Cl-:4].[Cl:26][CH:27]([O:29][CH3:28])[Cl:30].[Cl:5][c:6]1[cH:7][cH:8][c:9]([S:12](=[O:13])(=[O:14])[NH:15][CH2:16][CH:17]2[CH2:18][c:19]3[cH:20][cH:21][cH:22][cH:23][c:24]3[CH2:25]2)[cH:10][cH:11]1>>[Cl:5][c:6]1[cH:7][cH:8][c:9]([S:12](=[O:13])(=[O:14])[NH:15][CH2:16][CH:17]2[CH2:18][c:19]3[cH:20][c:21]([CH:27]=[O:29])[cH:22][cH:23][c:24]3[CH2:25]2)[cH:10][cH:11]1. Yields the product O=Cc1ccc2c(c1)CC(CNS(=O)(=O)c1ccc(Cl)cc1)C2. Reactants: FC1=C(C=O)C=CC=C1 (2-fluorobenzaldehyde), C(C)O (ethanol), C(C)O (ethanol), C1C(CC2=CC=CC=C12)=O (2-indanone), [OH-].[Na+] (NaOH). As a reaction SMILES: [F:1][C:2]1[CH:9]=[CH:8][CH:7]=[CH:6][C:3]=1[CH:4]=O.[CH2:10]([OH:12])[CH3:11].[CH2:13]1[C:21]2[C:16](=[CH:17][CH:18]=[CH:19][CH:20]=2)[CH2:15][C:14]1=O.[OH-].[Na+]>O>[F:1][C:2]1[CH:9]=[CH:8][CH:7]=[CH:6][C:3]=1[CH:4]=[C:11]1[C:17]2[C:16](=[CH:21][CH:20]=[CH:19][CH:18]=2)[C:15](=[CH:14][C:13]2[CH:8]=[CH:7][CH:6]=[CH:3][C:2]=2[F:1])[C:10]1=[O:12] |f:3.4|. Yields the product FC1=C(C=C2C(C(C3=CC=CC=C23)=CC2=C(C=CC=C2)F)=O)C=CC=C1 (1,3-Bis-(2-fluorobenzylidene)indan-2-one). Run at time 12 hour. The solvent is O (water). Procedure: A solution of 1.88 g (15.13 mmol) of 2-fluorobenzaldehyde in 3.0 mL of abs. ethanol was added over a period of 5 min to a solution containing 1.00 g (7.57 mmol) of 2-indanone and 90 mg (2.27 mmol) of NaOH in 40 mL of a 1:1 mixture of abs. ethanol and water at room temperature. The mixture was allowed to stir for 12 hrs and solids formed were collected by suction filtration and washed with cold ethanol and dried under high vacuum. The reactants are CN(C)S(=O)(=O)Cl, CN(Cc1ccc(Cl)c(Cl)c1)C(=O)C1=C(O)C(=O)N(CCN2CCNCC2)C1. Yields the product CN(Cc1ccc(Cl)c(Cl)c1)C(=O)C1=C(O)C(=O)N(CCN2CCN(S(=O)(=O)N(C)C)CC2)C1, Cl. RXN SMILES: [CH3:29][N:30]([S:31](=[O:32])(=[O:33])[Cl:34])[CH3:35].[Cl:1][c:2]1[cH:3][c:4]([CH2:5][N:6]([C:7](=[O:8])[C:9]2=[C:13]([OH:14])[C:12](=[O:15])[N:11]([CH2:16][CH2:17][N:18]3[CH2:19][CH2:20][NH:21][CH2:22][CH2:23]3)[CH2:10]2)[CH3:24])[cH:25][cH:26][c:27]1[Cl:28]>>[Cl:1][c:2]1[cH:3][c:4]([CH2:5][N:6]([C:7](=[O:8])[C:9]2=[C:13]([OH:14])[C:12](=[O:15])[N:11]([CH2:16][CH2:17][N:18]3[CH2:19][CH2:20][N:21]([S:31]([N:30]([CH3:29])[CH3:35])(=[O:32])=[O:33])[CH2:22][CH2:23]3)[CH2:10]2)[CH3:24])[cH:25][cH:26][c:27]1[Cl:28].[ClH:34]. Reactants: OC(CNCCC1=CC=C(OC[P@](OCCCC)(=O)CCCOCC2=CC=CC=C2)C=C1)COC1=CC(=C(C=C1)O)CO ((S)-4-{2-[2-hydroxy-3-(4-hydroxy-3-hydroxymethyl-phenoxy)propylamino]ethyl}phenoxymethyl-(3-benzyloxypropyl)phosphinic acid, n-butyl ester), Cl (hydrochloric acid). Yields the product O[C@@H](CNCCC1=CC=C(OCP(O)(=O)CCCOCC2=CC=CC=C2)C=C1)COC1=CC(=C(C=C1)O)CO ((S)-4-{2-[2-Hydroxy-3-(4-hydroxy-3-hydroxymethylphenoxy)propylamino]ethyl}phenoxymethyl-(3-benzyloxypropyl)phosphinic acid). Reaction SMILES: [OH:1][CH:2]([CH2:33][O:34][C:35]1[CH:40]=[CH:39][C:38]([OH:41])=[C:37]([CH2:42][OH:43])[CH:36]=1)[CH2:3][NH:4][CH2:5][CH2:6][C:7]1[CH:32]=[CH:31][C:10]([O:11][CH2:12][P@@:13]([CH2:20][CH2:21][CH2:22][O:23][CH2:24][C:25]2[CH:30]=[CH:29][CH:28]=[CH:27][CH:26]=2)(=[O:19])[O:14]CCCC)=[CH:9][CH:8]=1.Cl>>[OH:1][C@H:2]([CH2:33][O:34][C:35]1[CH:40]=[CH:39][C:38]([OH:41])=[C:37]([CH2:42][OH:43])[CH:36]=1)[CH2:3][NH:4][CH2:5][CH2:6][C:7]1[CH:32]=[CH:31][C:10]([O:11][CH2:12][P:13]([CH2:20][CH2:21][CH2:22][O:23][CH2:24][C:25]2[CH:30]=[CH:29][CH:28]=[CH:27][CH:26]=2)(=[O:14])[OH:19])=[CH:9][CH:8]=1. Procedure details: The title compound was prepared from (S)-4-{2-[2-hydroxy-3-(4-hydroxy-3-hydroxymethyl-phenoxy)propylamino]ethyl}phenoxymethyl-(3-benzyloxypropyl)phosphinic acid, n-butyl ester according to a modification of the procedure described in Example 5. Acidification to pH 3.5 with 1M hydrochloric acid followed by C18 reverse phase chromatography, eluting with water-methanol (30%) and freeze drying of the resultant foam gave the title compound as a solid.